Dataset: the Open Reaction Database (ORD), a public repository of structured organic reaction records. Task: describe an organic reaction: reactants, conditions, products, and yield The reactants are Cc1cc(-c2nc(-c3cccc4c3ccn4CC(N)=O)no2)ccc1F, CC(O)C(F)(F)F, [H-], [Na+], CN(C)C=O, O. Yields the product Cc1cc(-c2nc(-c3cccc4c3ccn4CC(N)=O)no2)ccc1OC(C)C(F)(F)F. RXN SMILES: [F:1][c:2]1[c:3]([CH3:26])[cH:4][c:5](-[c:8]2[n:9][c:10](-[c:13]3[c:14]4[cH:15][cH:16][n:17]([CH2:22][C:23](=[O:24])[NH2:25])[c:18]4[cH:19][cH:20][cH:21]3)[n:11][o:12]2)[cH:6][cH:7]1.[F:27][C:28]([CH:29]([CH3:30])[OH:31])([F:32])[F:33].[H-:35].[Na+:34].[O:37]=[CH:38][N:39]([CH3:40])[CH3:41].[OH2:36]>>[c:2]1([O:31][CH:29]([C:28]([F:27])([F:32])[F:33])[CH3:30])[c:3]([CH3:26])[cH:4][c:5](-[c:8]2[n:9][c:10](-[c:13]3[c:14]4[cH:15][cH:16][n:17]([CH2:22][C:23](=[O:24])[NH2:25])[c:18]4[cH:19][cH:20][cH:21]3)[n:11][o:12]2)[cH:6][cH:7]1. Starting materials: CC(=O)N1CCCC1C(=O)O, CN(C(=O)c1ccc(Cl)cc1)C1CCNCC1c1ccc(Cl)c(Cl)c1, Cl. Yields the product CC(=O)N1CCCC1C(=O)N1CCC(N(C)C(=O)c2ccc(Cl)cc2)C(c2ccc(Cl)c(Cl)c2)C1. As a reaction SMILES: [CH3:27][C:28](=[O:29])[N:30]1[CH2:31][CH2:32][CH2:33][CH:34]1[C:35]([OH:36])=[O:37].[Cl:2][c:3]1[cH:4][cH:5][c:6]([C:7](=[O:8])[N:9]([CH3:10])[CH:11]2[CH:12]([c:17]3[cH:18][c:19]([Cl:24])[c:20]([Cl:23])[cH:21][cH:22]3)[CH2:13][NH:14][CH2:15][CH2:16]2)[cH:25][cH:26]1.[ClH:1]>>[Cl:2][c:3]1[cH:4][cH:5][c:6]([C:7](=[O:8])[N:9]([CH3:10])[CH:11]2[CH:12]([c:17]3[cH:18][c:19]([Cl:24])[c:20]([Cl:23])[cH:21][cH:22]3)[CH2:13][N:14]([C:35]([CH:34]3[N:30]([C:28]([CH3:27])=[O:29])[CH2:31][CH2:32][CH2:33]3)=[O:36])[CH2:15][CH2:16]2)[cH:25][cH:26]1. Run in C(C)O (ethanol). Reactants: C(C)OC(C1=CC=C(C=C1)NC1=NC=CC(=N1)C=1C=NC=CC1)=O (4-(4-pyridin-3-yl-pyrimidin-2-ylamino)-benzoic acid ethyl ester), 8, [OH-].[Na+] (sodium hydroxide), O (water), Cl (hydrochloride). RXN SMILES: C([O:3][C:4](=[O:24])[C:5]1[CH:10]=[CH:9][C:8]([NH:11][C:12]2[N:17]=[C:16]([C:18]3[CH:19]=[N:20][CH:21]=[CH:22][CH:23]=3)[CH:15]=[CH:14][N:13]=2)=[CH:7][CH:6]=1)C.[OH-].[Na+].O.Cl>C(O)C>[N:20]1[CH:21]=[CH:22][CH:23]=[C:18]([C:16]2[CH:15]=[CH:14][N:13]=[C:12]([NH:11][C:8]3[CH:9]=[CH:10][C:5]([C:4]([OH:24])=[O:3])=[CH:6][CH:7]=3)[N:17]=2)[CH:19]=1 |f:1.2|. Reported procedure: 4-(4-pyridin-3-yl-pyrimidin-2-ylamino)-benzoic acid ethyl ester prepared in Preparation 8 (19.6 g, 59.6 mmole) and 2N-sodium hydroxide (190 ml) were added to a reaction vessel under the solvent of water (190 ml) and ethanol (190 ml), mixed under reflux and cooled to RT, and pH thereof was adjusted to 1˜2 with hydrochloride solution. The mixture was mixed for 1 hr, and filtered to give the titled compound as yellow solid. Product: N1=CC(=CC=C1)C1=NC(=NC=C1)NC1=CC=C(C(=O)O)C=C1 (4-(4-pyridin-3-yl-pyrimidin-2-ylamino)-benzoic acid). Starting materials: [Cl-].O[NH3+] (hydroxylammonium chloride), C(C)(=O)[O-].[Na+] (sodium acetate), FC(C(=O)C1=CC=C(C=C1)SC)(F)F (2,2,2-trifluoro-1-(4-methylsulfanyl-phenyl)-ethanone). Run in O (water), C(C)O (ethanol). Product: FC(C(=NO)C1=CC=C(C=C1)SC)(F)F (2,2,2-Trifluoro-1-(4-methylsulfanyl-phenyl)-ethanone oxime). Isolated yield 53.9%. Reaction SMILES: [F:1][C:2]([F:14])([F:13])[C:3]([C:5]1[CH:10]=[CH:9][C:8]([S:11][CH3:12])=[CH:7][CH:6]=1)=O.[Cl-].[OH:16][NH3+:17].C([O-])(=O)C.[Na+]>C(O)C.O>[F:1][C:2]([F:14])([F:13])[C:3]([C:5]1[CH:10]=[CH:9][C:8]([S:11][CH3:12])=[CH:7][CH:6]=1)=[N:17][OH:16] |f:1.2,3.4|. Reported procedure: 49.3 g (224 mmol) of 2,2,2-trifluoro-1-(4-methylsulfanyl-phenyl)-ethanone are dissolved in 250 ml of hot ethanol. To this solution is added dropwise a solution of hydroxylammonium chloride (16.3 g, 235 mmol) and sodium acetate (31.2 g, 381 mmol) in 125 ml of water, and the reaction solution is stirred under reflux for 6.5 hr. The reaction mixture was concentrated by rotary evaporation and poured into ice/water. The resulting yellow solid is filterd and washed with water. After drying under reduc... Reactants: C(C)#N (acetonitrile), O1CCCC1 (tetrahydrofuran), O (water), CR. Product: OC(=O)CCCCCCCCC (Capric Acid). As a reaction SMILES: [C:1](#N)[CH3:2].[O:4]1[CH2:8][CH2:7][CH2:6][CH2:5]1.[OH2:9]>>[OH:9][C:8]([CH2:7][CH2:6][CH2:5][CH2:5][CH2:6][CH2:7][CH2:8][CH2:1][CH3:2])=[O:4]. Procedure details: Instrumentation: Preparative HPLC (Waters 4000) equipped with refractive index monitor (Waters 2414) and a radial compression module (Waters 8×100). A preparative C18 column (Nova-Pak HR 8×100) was used with a Shimadzu CR 501 chromatopac integrator. The mobile phase was prepared by mixing acetonitrile with tetrahydrofuran and water in a ratio of 5:1:4.